From a dataset of the Open Reaction Database (ORD), a public repository of structured organic reaction records. describe an organic reaction: reactants, conditions, products, and yield Starting materials: [BH4-], CO, COC(=O)c1ccc2c(C3CCCCC3)c3n(c2c1)CC(=O)Cc1ccccc1-3, [Na+], C1CCOC1. Product: COC(=O)c1ccc2c(C3CCCCC3)c3n(c2c1)CC(O)Cc1ccccc1-3. RXN SMILES: [BH4-:1].[CH3:32][OH:33].[CH:3]1([c:9]2[c:10]3[cH:11][cH:12][c:13]([C:28](=[O:29])[O:30][CH3:31])[cH:14][c:15]3[n:16]3[c:17]2-[c:18]2[c:19]([cH:24][cH:25][cH:26][cH:27]2)[CH2:20][C:21](=[O:23])[CH2:22]3)[CH2:4][CH2:5][CH2:6][CH2:7][CH2:8]1.[Na+:2].[O:34]1[CH2:35][CH2:36][CH2:37][CH2:38]1>>[CH:3]1([c:9]2[c:10]3[cH:11][cH:12][c:13]([C:28](=[O:29])[O:30][CH3:31])[cH:14][c:15]3[n:16]3[c:17]2-[c:18]2[c:19]([cH:24][cH:25][cH:26][cH:27]2)[CH2:20][CH:21]([OH:23])[CH2:22]3)[CH2:4][CH2:5][CH2:6][CH2:7][CH2:8]1. Reactants: C(=NC1CCCCC1)=NC1CCCCC1, CC(OCc1ccccc1)C(=O)O, CN(C)c1ccncc1, ClCCl, NC1CC(n2cnc3c(Cl)nc(Cl)nc32)C(O)C1O. The product is CC(OCc1ccccc1)C(=O)NC1CC(n2cnc3c(Cl)nc(Cl)nc32)C(O)C1O. Reaction SMILES: [CH2:14]1[CH2:15][CH2:16][CH:17]([N:18]=[C:19]=[N:20][CH:21]2[CH2:22][CH2:23][CH2:24][CH2:25][CH2:26]2)[CH2:27][CH2:28]1.[CH2:1]([c:2]1[cH:3][cH:4][cH:5][cH:6][cH:7]1)[O:8][CH:9]([C:10](=[O:11])[OH:12])[CH3:13].[CH3:51][N:52]([CH3:53])[c:54]1[cH:55][cH:56][n:57][cH:58][cH:59]1.[Cl:48][CH2:49][Cl:50].[NH2:29][CH:30]1[CH:31]([OH:47])[CH:32]([OH:46])[CH:33]([n:35]2[c:36]3[n:37][c:38]([Cl:45])[n:39][c:40]([Cl:44])[c:41]3[n:42][cH:43]2)[CH2:34]1>>[CH2:1]([c:2]1[cH:3][cH:4][cH:5][cH:6][cH:7]1)[O:8][CH:9]([C:10](=[O:12])[NH:29][CH:30]1[CH:31]([OH:47])[CH:32]([OH:46])[CH:33]([n:35]2[c:36]3[n:37][c:38]([Cl:45])[n:39][c:40]([Cl:44])[c:41]3[n:42][cH:43]2)[CH2:34]1)[CH3:13]. Starting materials: C1(=CC=C(C=C1)S(=O)(=O)O)C.NC1[C@@H]2N(C(C(S2)(C)C)C(=O)OCOC(C(C)(C)C)=O)C1=O (pivaloyloxymethyl 6-amino-2,2-dimethylpenam-3-carboxylate toluene-p-sulphonate), FC=1NC2=C(N1)C=CC=C2 (2-fluorobenzimidazole). Solvent: C(Cl)Cl (methylene chloride). Reaction conditions: time 3 hour. The product is C1(=CC=C(C=C1)S(=O)(=O)O)C.N1=C(NC2=C1C=CC=C2)NC2[C@@H]1N(C(C(S1)(C)C)C(=O)OCOC(C(C)(C)C)=O)C2=O (pivaloyloxymethyl 6-(benzimidazol-2-yl)amino-2,2-dimethylpenam-3-carboxylate toluene-p-sulphonate). Yield: 69.0%. RXN SMILES: [C:1]1([CH3:11])[CH:6]=[CH:5][C:4]([S:7]([OH:10])(=[O:9])=[O:8])=[CH:3][CH:2]=1.[NH2:12][CH:13]1[C:32](=[O:33])[N:15]2[CH:16]([C:21]([O:23][CH2:24][O:25][C:26](=[O:31])[C:27]([CH3:30])([CH3:29])[CH3:28])=[O:22])[C:17]([CH3:20])([CH3:19])[S:18][C@H:14]12.F[C:35]1[NH:36][C:37]2[CH:43]=[CH:42][CH:41]=[CH:40][C:38]=2[N:39]=1>C(Cl)Cl>[C:1]1([CH3:11])[CH:2]=[CH:3][C:4]([S:7]([OH:10])(=[O:8])=[O:9])=[CH:5][CH:6]=1.[N:36]1[C:37]2[CH:43]=[CH:42][CH:41]=[CH:40][C:38]=2[NH:39][C:35]=1[NH:12][CH:13]1[C:32](=[O:33])[N:15]2[CH:16]([C:21]([O:23][CH2:24][O:25][C:26](=[O:31])[C:27]([CH3:28])([CH3:30])[CH3:29])=[O:22])[C:17]([CH3:19])([CH3:20])[S:18][C@H:14]12 |f:0.1,4.5|. Procedure details: A mixture of pivaloyloxymethyl 6-amino-2,2-dimethylpenam-3-carboxylate toluene-p-sulphonate (200 mg.) and 2-fluorobenzimidazole (108 mg.) in methylene chloride (2 ml.) was stirred at ambient temperature for 3 hours. The reaction mixture was evaporated to dryness and the residue was triturated with ether and hexane to give pivaloyloxymethyl 6-(benzimidazol-2-yl)amino-2,2-dimethylpenam-3-carboxylate toluene-p-sulphonate (170 mg.) as a solid which had the following n.m.r. spectrum in d6DMSO: 1.14 (... Starting materials: [Cl-].[NH4+] (ammonium chloride), C(C)(C)(C)O (Tert-butanol), CC(C)([O-])C.[K+] (potassium tert-butoxide), C(C)(C)(C)OC(=O)N1CCN(CC1)C1=NC=2N(C(N(C(C2N1CC#C)=O)C)=O)C (4-[1,3-dimethyl-2,6-dioxo-7-(2-propynyl)-2,3,6,7-tetrahydro-1H-purin-8-yl]piperazine-1-carboxylic acid tert-butyl ester). Solvent: O (water), C(C)(=O)OCC (ethyl acetate), CS(=O)C (dimethyl sulfoxide). Run at time 16 hour. The product is C(C)(C)(C)OC(=O)N1CCN(CC1)C1=NC=2N(C(N(C(C2N1C=C=C)=O)C)=O)C (4-[1,3-Dimethyl-2,6-dioxo-7-(prop-1,2-dienyl)-2,3,6,7-tetrahydro-1H-purin-8-yl]piperazine-1-carboxylic acid tert-butyl ester). Yield: 43.8%. RXN SMILES: C(O)(C)(C)C.CC(C)([O-])C.[K+].[C:12]([O:16][C:17]([N:19]1[CH2:24][CH2:23][N:22]([C:25]2[N:33]([CH2:34][C:35]#[CH:36])[C:32]3[C:31](=[O:37])[N:30]([CH3:38])[C:29](=[O:39])[N:28]([CH3:40])[C:27]=3[N:26]=2)[CH2:21][CH2:20]1)=[O:18])([CH3:15])([CH3:14])[CH3:13].[Cl-].[NH4+]>CS(C)=O.O.C(OCC)(=O)C>[C:12]([O:16][C:17]([N:19]1[CH2:20][CH2:21][N:22]([C:25]2[N:33]([CH:34]=[C:35]=[CH2:36])[C:32]3[C:31](=[O:37])[N:30]([CH3:38])[C:29](=[O:39])[N:28]([CH3:40])[C:27]=3[N:26]=2)[CH2:23][CH2:24]1)=[O:18])([CH3:15])([CH3:14])[CH3:13] |f:1.2,4.5|. Reported procedure: Tert-butanol (0.1 ml) and potassium tert-butoxide (0.015 g) were added to a solution of 4-[1,3-dimethyl-2,6-dioxo-7-(2-propynyl)-2,3,6,7-tetrahydro-1H-purin-8-yl]piperazine-1-carboxylic acid tert-butyl ester (0.402 g) in dimethyl sulfoxide (5 ml), and the reaction mixture was stirred at room temperature for 16 hours. Saturated aqueous solution of ammonium chloride (5 ml) was added, and the reaction solution was poured into ethyl acetate (50 ml) and water (30 ml). The organic layer was washed wit... The reactants are NC1=NC(=NS1)/C(/C(=O)N[C@H]1[C@@H]2N(C(=C(CS2)CI)C(=O)OCC2=CC=C(C=C2)OC)C1=O)=N/OC (p-Methoxybenzyl 7β-[(Z)-2-(5-amino-1,2,4-thiadiazol-3-yl)-2-methoxyiminoacetamido]-3-iodomethyl-3-cephem-4-carboxylate), CC12CCN(CC1)CC2 (4-methyl-quinuclidine). Run in C(C)(=O)OCC (ethyl acetate), CO (methanol), C(C)(=O)OCC (ethyl acetate). Conditions: time 15 minute. Yields the product [I-].NC1=NC(=NS1)/C(/C(=O)N[C@H]1[C@@H]2N(C(=C(CS2)C[N+]23CCC(CC2)(CC3)C)C(=O)OCC3=CC=C(C=C3)OC)C1=O)=N/OC (p-methoxybenzyl 7β-[(Z)-2-(5-amino1,2,4-thiadiazol-3-yl)-2-methoxyiminoacetamido]-3-(4-methyl-1-quinuclidinio)methyl-3-cephem-4-carboxylate iodide). Yield: 109.9%. As a reaction SMILES: [NH2:1][C:2]1[S:6][N:5]=[C:4](/[C:7](=[N:34]/[O:35][CH3:36])/[C:8]([NH:10][C@@H:11]2[C:32](=[O:33])[N:13]3[C:14]([C:20]([O:22][CH2:23][C:24]4[CH:29]=[CH:28][C:27]([O:30][CH3:31])=[CH:26][CH:25]=4)=[O:21])=[C:15]([CH2:18][I:19])[CH2:16][S:17][C@H:12]23)=[O:9])[N:3]=1.[CH3:37][C:38]12[CH2:45][CH2:44][N:41]([CH2:42][CH2:43]1)[CH2:40][CH2:39]2>C(OCC)(=O)C.CO>[I-:19].[NH2:1][C:2]1[S:6][N:5]=[C:4](/[C:7](=[N:34]/[O:35][CH3:36])/[C:8]([NH:10][C@@H:11]2[C:32](=[O:33])[N:13]3[C:14]([C:20]([O:22][CH2:23][C:24]4[CH:29]=[CH:28][C:27]([O:30][CH3:31])=[CH:26][CH:25]=4)=[O:21])=[C:15]([CH2:18][N+:41]45[CH2:44][CH2:45][C:38]([CH3:37])([CH2:43][CH2:42]4)[CH2:39][CH2:40]5)[CH2:16][S:17][C@H:12]23)=[O:9])[N:3]=1 |f:4.5|. Procedure: p-Methoxybenzyl 7β-[(Z)-2-(5-amino-1,2,4-thiadiazol-3-yl)-2-methoxyiminoacetamido]-3-iodomethyl-3-cephem-4-carboxylate (700 mg) was dissolved in a mixed solution of ethyl acetate (50 ml) and methanol (1 ml). After the whole was ice-cooled, a solution of ethyl acetate (2.8 ml) of 4-methyl-quinuclidine (114 mg) was added thereto, and the mixture was stirred for 15 minutes. The resulting precipitate was recovered by filtration, followed by washing with ethyl acetate to obtain p-methoxybenzyl 7β-[(Z...